Dataset: the Open Reaction Database (ORD), a public repository of structured organic reaction records. Task: describe an organic reaction: reactants, conditions, products, and yield Reactants: water-petroleum ether, [Br-].[Li+] (lithium bromide), ClC1(C(=O)OC(C)(C)C)C(C)(C(C)C)O1 (tert.butyl 2-chloro-2,3-epoxy-3-isopropyl-butanoate), C([O-])([O-])=O.[Li+].[Li+] (lithium carbonate). The solvent is hexamethylphosphonotriamide, O (water). Run at temperature 5 celsius, time 48 hour. Product: C(C)(C)C(C(C(=O)OC(C)(C)C)=O)=C (tert.-butyl 3-isopropyl-2-oxo-3-butenoate). Isolated yield 85.2%. As a reaction SMILES: [Br-].[Li+].Cl[C:4]1([O:17][C:12]1([CH:14]([CH3:16])[CH3:15])[CH3:13])[C:5]([O:7][C:8]([CH3:11])([CH3:10])[CH3:9])=[O:6].C(=O)([O-])[O-].[Li+].[Li+]>O>[CH:14]([C:12](=[CH2:13])[C:4](=[O:17])[C:5]([O:7][C:8]([CH3:11])([CH3:10])[CH3:9])=[O:6])([CH3:16])[CH3:15] |f:0.1,3.4.5|. Procedure: 118 g of anhydrous lithium bromide were added under an inert atmosphere to a mixture of 117.5 g of tert.butyl 2-chloro-2,3-epoxy-3-isopropyl-butanoate and 18.5 g of lithium carbonate in 1.15 liters of hexamethylphosphonotriamide cooled to 5° C. and after the temperature was returned to room temperature, the mixture was stirred under a nitrogen atmosphere for 48 hours. 500 ml of distilled water were added thereto and the mixture was poured into an ampoule containing a mixture of water-petroleum e... Starting materials: COC(=O)CSc1cnc(Nc2nc(C3CC4CCC(C3)N4C(=O)OC(C)(C)C)ns2)c(Oc2cccnc2C)c1, ClCCl, O=C(O)C(F)(F)F. Product: COC(=O)CSc1cnc(Nc2nc(C3CC4CCC(C3)N4)ns2)c(Oc2cccnc2C)c1. As a reaction SMILES: [CH3:1][O:2][C:3]([CH2:4][S:5][c:6]1[cH:7][c:8]([O:33][c:34]2[c:35]([CH3:40])[n:36][cH:37][cH:38][cH:39]2)[c:9]([NH:12][c:13]2[n:14][c:15]([CH:18]3[CH2:19][CH:20]4[CH2:21][CH2:22][CH:23]([CH2:24]3)[N:25]4[C:26]([O:27][C:28]([CH3:29])([CH3:30])[CH3:31])=[O:32])[n:16][s:17]2)[n:10][cH:11]1)=[O:41].[Cl:49][CH2:50][Cl:51].[F:42][C:43]([F:44])([F:45])[C:46]([OH:47])=[O:48]>>[CH3:1][O:2][C:3]([CH2:4][S:5][c:6]1[cH:7][c:8]([O:33][c:34]2[c:35]([CH3:40])[n:36][cH:37][cH:38][cH:39]2)[c:9]([NH:12][c:13]2[n:14][c:15]([CH:18]3[CH2:19][CH:20]4[CH2:21][CH2:22][CH:23]([CH2:24]3)[NH:25]4)[n:16][s:17]2)[n:10][cH:11]1)=[O:41]. Reactants: CC(C)=O, Cl, CCc1cc(C(=O)c2ccccc2Cl)c(N)s1, O=[N+]([O-])C=CN1CCOCC1, O. Product: CCc1cc(C(=O)c2ccccc2Cl)c(NC=C[N+](=O)[O-])s1. Reaction SMILES: [CH3:30][C:31](=[O:32])[CH3:33].[ClH:29].[NH2:1][c:2]1[s:3][c:4]([CH2:16][CH3:17])[cH:5][c:6]1[C:7]([c:8]1[c:9]([Cl:14])[cH:10][cH:11][cH:12][cH:13]1)=[O:15].[O:18]1[CH2:19][CH2:20][N:21]([CH:24]=[CH:25][N+:26](=[O:27])[O-:28])[CH2:22][CH2:23]1.[OH2:34]>>[NH:1]([c:2]1[s:3][c:4]([CH2:16][CH3:17])[cH:5][c:6]1[C:7]([c:8]1[c:9]([Cl:14])[cH:10][cH:11][cH:12][cH:13]1)=[O:15])[CH:24]=[CH:25][N+:26](=[O:27])[O-:28]. The reactants are COc1cc(B2OC(C)(C)C(C)(C)O2)ccc1N, CCOC(C)=O, [Cl-], O=C(Cl)C(=O)Cl, ClCCl, C1CCOC1, O, O=C(O)c1c[nH]c2ccccc12, c1ccncc1. The product is COc1cc(B2OC(C)(C)C(C)(C)O2)ccc1NC(=O)c1c[nH]c2ccccc12. As a reaction SMILES: [CH3:19][O:20][c:21]1[c:22]([NH2:23])[cH:24][cH:25][c:26]([B:28]2[O:29][C:30]([CH3:35])([CH3:36])[C:31]([CH3:33])([CH3:34])[O:32]2)[cH:27]1.[CH3:46][CH2:47][O:48][C:49](=[O:50])[CH3:51].[Cl-:37].[Cl:1][C:2]([C:3]([Cl:4])=[O:5])=[O:6].[Cl:38][CH2:39][Cl:40].[O:41]1[CH2:42][CH2:43][CH2:44][CH2:45]1.[OH2:52].[OH:7][C:8](=[O:9])[c:10]1[cH:11][nH:12][c:13]2[cH:14][cH:15][cH:16][cH:17][c:18]12.[cH:53]1[cH:54][cH:55][n:56][cH:57][cH:58]1>>[C:8](=[O:9])([c:10]1[cH:11][nH:12][c:13]2[cH:14][cH:15][cH:16][cH:17][c:18]12)[NH:23][c:22]1[c:21]([O:20][CH3:19])[cH:27][c:26]([B:28]2[O:29][C:30]([CH3:35])([CH3:36])[C:31]([CH3:33])([CH3:34])[O:32]2)[cH:25][cH:24]1. Starting materials: ClC1=CSC=2C1=NC(=C(C2)C(=O)O)C(=O)O (3-Chlorothieno[3,2-b]pyridine-5,6-dicarboxylic acid). The solvent is C(C)(=O)OC(C)=O (acetic anhydride). Yields the product ClC1=CSC=2C1=NC1=C(C2)C(=O)OC1=O (3-chlorothieno[3,2-b]pyridine-5,6-dicarboxylic acid anhydride). The yield is 89.0%. RXN SMILES: [Cl:1][C:2]1[C:6]2=[N:7][C:8]([C:14]([OH:16])=[O:15])=[C:9]([C:11]([OH:13])=O)[CH:10]=[C:5]2[S:4][CH:3]=1>C(OC(=O)C)(=O)C>[Cl:1][C:2]1[C:6]2=[N:7][C:8]3[C:14](=[O:15])[O:16][C:11](=[O:13])[C:9]=3[CH:10]=[C:5]2[S:4][CH:3]=1. Procedure: 3-Chlorothieno[3,2-b]pyridine-5,6-dicarboxylic acid (1.45 g) is heated at 85° to 90° C. for 30 minutes then 90° to 102° C. for 30 minutes in acetic anhydride (7 mL). The reaction is cooled, the solids filtered off and washed with ether to give 1.2 g of 3-chlorothieno[3,2-b]pyridine-5,6-dicarboxylic acid anhydride. Reactants: ClC=1C(=NC=C(C1)Cl)C([C@H](C)NC(C1=C(C=CC=C1)C(F)(F)F)=O)=NOC(C)C ((S)—N-[2-(3,5-dichloropyridin-2-yl)-2-(isopropoxyimino)-1-methylethyl]-2-(trifluoromethyl)benzamide), quartz. Solvent: C(C)#N (acetonitrile). The product is ClC=1C(=NC=C(C1)Cl)\C(\[C@H](C)NC(C1=C(C=CC=C1)C(F)(F)F)=O)=N/OC(C)C ((S)—N-[2-(3,5-dichloropyridin-2-yl)-2-[(Z)-isopropoxyimino]-1-methylethyl]-2-(trifluoromethyl)benzamide). Yield: 63.8%. RXN SMILES: [Cl:1][C:2]1[C:3]([C:9](=[N:25][O:26][CH:27]([CH3:29])[CH3:28])[C@@H:10]([NH:12][C:13](=[O:24])[C:14]2[CH:19]=[CH:18][CH:17]=[CH:16][C:15]=2[C:20]([F:23])([F:22])[F:21])[CH3:11])=[N:4][CH:5]=[C:6]([Cl:8])[CH:7]=1>C(#N)C>[Cl:1][C:2]1[C:3](/[C:9](=[N:25]\[O:26][CH:27]([CH3:29])[CH3:28])/[C@@H:10]([NH:12][C:13](=[O:24])[C:14]2[CH:19]=[CH:18][CH:17]=[CH:16][C:15]=2[C:20]([F:22])([F:21])[F:23])[CH3:11])=[N:4][CH:5]=[C:6]([Cl:8])[CH:7]=1. Procedure: 240 mg of (S)—N-[2-(3,5-dichloropyridin-2-yl)-2-(isopropoxyimino)-1-methylethyl]-2-(trifluoromethyl)benzamide was dissolved in 4 ml of acetonitrile, and the solution was irradiated with light for 8 hours in a quartz cell (manufactured by Fine, 4 clear windows for spectroscopy) using a 100 W high-pressure mercury lamp (manufactured by USHIO INC., lamp: UM-102, power supply: UM-103B-B). After completion of the reaction, the solvent was evaporated under reduced pressure, and the resulting residue w... Reactants: NC=1C=C(C(=O)C2=CC=CC=C2)C=CC1N1CCOCC1 (3-amino-4-morpholinobenzophenone), Cl (hydrochloric acid). Solvent: C(C)(C)O (isopropanol). Product: Cl.NC=1C=C(C(=O)C2=CC=CC=C2)C=CC1N1CCOCC1 (3-amino-4-morpholino-benzophenone hydrochloride). As a reaction SMILES: [NH2:1][C:2]1[CH:3]=[C:4]([CH:13]=[CH:14][C:15]=1[N:16]1[CH2:21][CH2:20][O:19][CH2:18][CH2:17]1)[C:5]([C:7]1[CH:12]=[CH:11][CH:10]=[CH:9][CH:8]=1)=[O:6].[ClH:22]>C(O)(C)C>[ClH:22].[NH2:1][C:2]1[CH:3]=[C:4]([CH:13]=[CH:14][C:15]=1[N:16]1[CH2:17][CH2:18][O:19][CH2:20][CH2:21]1)[C:5]([C:7]1[CH:8]=[CH:9][CH:10]=[CH:11][CH:12]=1)=[O:6] |f:3.4|. Reported procedure: The methanol solution of the free base is treated with hydrochloric acid dissolved in isopropanol to yield 3-amino-4-morpholino-benzophenone hydrochloride; m.p.: 193°-194° C. Reactants: O1CCN(CC1)C1=CC=C(C(=O)O)C=C1 (4-morpholinobenzoic acid), C(=O)(N1C=NC=C1)N1C=NC=C1 (1,1′-carbonyldiimidazole), C(=O)=O (carbon dioxide), N[C@H]1CC2=C(C=CC(=C2CC1)OC)N1CCN(CC1)C ((R)-2-arnino-5-methoxy-8-(4-methylpiperazin-1-yl)-1,2,3,4-tetrahydronaphthalene). Solvent: CN(C=O)C (N,N-dimethylformamide). Conditions: temperature 75 celsius, time 48 hour. Product: COC1=C2CC[C@H](CC2=C(C=C1)N1CCN(CC1)C)NC(C1=CC=C(C=C1)N1CCOCC1)=O ((R)-N-[5-Methoxy-8-(4-methylpiperazin-1-yl)-1,2,3,4-tetrahydro-2-naphthyl]-4-morpholinobenzamide). Isolated yield 53.0%. Reaction SMILES: [O:1]1[CH2:6][CH2:5][N:4]([C:7]2[CH:15]=[CH:14][C:10]([C:11]([OH:13])=O)=[CH:9][CH:8]=2)[CH2:3][CH2:2]1.C(N1C=CN=C1)(N1C=CN=C1)=O.C(=O)=O.[NH2:31][C@@H:32]1[CH2:41][CH2:40][C:39]2[C:34](=[C:35]([N:44]3[CH2:49][CH2:48][N:47]([CH3:50])[CH2:46][CH2:45]3)[CH:36]=[CH:37][C:38]=2[O:42][CH3:43])[CH2:33]1>CN(C)C=O>[CH3:43][O:42][C:38]1[CH:37]=[CH:36][C:35]([N:44]2[CH2:45][CH2:46][N:47]([CH3:50])[CH2:48][CH2:49]2)=[C:34]2[C:39]=1[CH2:40][CH2:41][C@@H:32]([NH:31][C:11](=[O:13])[C:10]1[CH:9]=[CH:8][C:7]([N:4]3[CH2:3][CH2:2][O:1][CH2:6][CH2:5]3)=[CH:15][CH:14]=1)[CH2:33]2. Procedure: To a solution of 4-morpholinobenzoic acid (0.92 g, 4.5 mmol; described in: Degutis, J.;Rasteikiene, L.; Degutiene, A. Zh. Org. Khim. 1978, 14(10), 2060-2064) in anhydrous N,N-dimethylformarnride (75 mL) was added 1,1′-carbonyldiimidazole (0.76 g, 4.8 mrnol) and the reaction was heated at 75° C. When the carbon dioxide evolution had ceased (after 45 min), the reaction was cooled to room temperature and a solution of (R)-2-arnino-5-methoxy-8-(4-methylpiperazin-1-yl)-1,2,3,4-tetrahydronaphthalene (... The reactants are C(C)(=O)C1CCC(CC1)NC(OCC1C2=CC=CC=C2C=2C=CC=CC12)=O (9H-fluoren-9-ylmethyl (4-acetylcyclohexyl)carbamate), BrBr (bromine). The solvent is CO (methanol). Run at time 16 hour. Product: C1=CC=CC=2C3=CC=CC=C3C(C12)COC(NC1CCC(CC1)C(CBr)=O)=O (9H-fluoren-9-ylmethyl[4-(2-bromoacetyl)cyclohexyl]carbamate). Reaction SMILES: [C:1]([CH:4]1[CH2:9][CH2:8][CH:7]([NH:10][C:11](=[O:27])[O:12][CH2:13][CH:14]2[C:26]3[CH:25]=[CH:24][CH:23]=[CH:22][C:21]=3[C:20]3[C:15]2=[CH:16][CH:17]=[CH:18][CH:19]=3)[CH2:6][CH2:5]1)(=[O:3])[CH3:2].[Br:28]Br>CO>[CH:25]1[C:26]2[CH:14]([CH2:13][O:12][C:11](=[O:27])[NH:10][CH:7]3[CH2:6][CH2:5][CH:4]([C:1](=[O:3])[CH2:2][Br:28])[CH2:9][CH2:8]3)[C:15]3[C:20](=[CH:19][CH:18]=[CH:17][CH:16]=3)[C:21]=2[CH:22]=[CH:23][CH:24]=1. Reported procedure: 7.77 g (21 mmol) of 9H-fluoren-9-ylmethyl (4-acetylcyclohexyl)carbamate (cis compound) is dissolved in 100 mL of methanol at ambient temperature and combined with 1.09 mL (21 mmol) of bromine. The mixture is stirred for 16 hours at ambient temperature, cooled, and the crystals precipitated are suction filtered. Yield: 6.35 g (50%); NMR: LG201641.